Task: describe an organic reaction: reactants, conditions, products, and yield. Dataset: the Open Reaction Database (ORD), a public repository of structured organic reaction records The reactants are C1(=CC=CC2=CC=CC=C12)C=O (alpha-naphthal), CN(C(=O)OCC)C (dimethyl urethane), [Al+3].[Cl-].[Cl-].[Cl-] (AlCl3). Run at time 6 hour. The product is C1(=CC=CC2=CC=CC=C12)C=O (naphthal), C1(=CC=CC2=CC=CC=C12)N(C(=O)OCC)C (naphthyl-methyl-urethane). RXN SMILES: [C:1]1([CH:11]=[O:12])[C:10]2[C:5](=[CH:6][CH:7]=[CH:8][CH:9]=2)[CH:4]=[CH:3][CH:2]=1.[CH3:13][N:14]([CH3:20])[C:15]([O:17][CH2:18][CH3:19])=[O:16].[Al+3].[Cl-].[Cl-].[Cl-]>>[C:1]1([CH:11]=[O:12])[C:10]2[C:5](=[CH:6][CH:7]=[CH:8][CH:9]=2)[CH:4]=[CH:3][CH:2]=1.[C:13]1([N:14]([CH3:20])[C:15]([O:17][CH2:18][CH3:19])=[O:16])[C:10]2[C:5](=[CH:4][CH:3]=[CH:2][CH:1]=2)[CH:6]=[CH:7][CH:8]=1 |f:2.3.4.5|. Procedure: At 160° C. and 100 mm Hg, 14 g of alpha-naphthal and 9 g of dimethyl urethane were reacted in presence of 0.7 g of anhydrous AlCl3. The reaction was continued for 6 hours, removing the methanol formed during the reaction. A 28% conversion of naphthal was obtained, with practically complete selectivity to naphthyl-methyl-urethane. Reactants: C(C1=CC=CC=C1)(=O)OC1=CC=C(C(=N1)O)C#N (6-benzoyloxy-3-cyano-2-hydroxypyridine), C(C1=CC=CC=C1)(=O)Cl (benzoyl chloride). Product: C(#N)C=1C(=NC(=CC1)OC(C1=CC=CC=C1)=O)OC(C1=CC=CC=C1)=O (3-cyano-2,6-dibenzoyloxypyridine). Yield: 80.9%. Reaction SMILES: [C:1]([O:9][C:10]1[N:15]=[C:14]([OH:16])[C:13]([C:17]#[N:18])=[CH:12][CH:11]=1)(=[O:8])[C:2]1[CH:7]=[CH:6][CH:5]=[CH:4][CH:3]=1.[C:19](Cl)(=[O:26])[C:20]1[CH:25]=[CH:24][CH:23]=[CH:22][CH:21]=1>>[C:17]([C:13]1[C:14]([O:16][C:19](=[O:26])[C:20]2[CH:25]=[CH:24][CH:23]=[CH:22][CH:21]=2)=[N:15][C:10]([O:9][C:1](=[O:8])[C:2]2[CH:3]=[CH:4][CH:5]=[CH:6][CH:7]=2)=[CH:11][CH:12]=1)#[N:18]. Procedure details: The general procedure of Example 90 was followed using 1.00 g of 6-benzoyloxy-3-cyano-2-hydroxypyridine and 0.58 g of benzoyl chloride, thereby producing 1.15 g of the title compound in a yield of 80%.